From a dataset of the Open Reaction Database (ORD), a public repository of structured organic reaction records. describe an organic reaction: reactants, conditions, products, and yield Reaction SMILES: [Cl:1][C:2]1[CH:3]=[CH:4][C:5](CC(C)(C)C(N)=O)=[N:6][CH:7]=1.[C:15]([Li])([CH3:18])([CH3:17])[CH3:16].C[N:21](C)[CH:22]=[O:23].[O:25]1CCC[CH2:26]1>>[Cl:1][C:2]1[CH:3]=[C:4]([CH:26]=[O:25])[C:5]([NH:21][C:22](=[O:23])[C:15]([CH3:18])([CH3:17])[CH3:16])=[N:6][CH:7]=1. Run at temperature -78 celsius. The product is ClC=1C=C(C(=NC1)NC(C(C)(C)C)=O)C=O (N-[5-chloro-3-formylpyridin-2-yl]-2,2-dimethylpropanamide). Reactants: C(C)(C)(C)[Li] (t-butyl lithium), ClC=1C=CC(=NC1)CC(C(=O)N)(C)C (5-chloropyridin-2-yl-2,2-dimethylpropanamide), O1CCCC1 (tetrahydrofuran), CN(C=O)C (Dimethylformamide). Yield: 56.0%. Procedure details: To a chilled (−78° C.), stirred solution of the amide (Step 1) (5.0 g, 0.024 mole) in tetrahydrofuran (100 mL) was added t-butyl lithium (1.7M in pentane, 32.4 mL, 0.055 mole) dropwise. Dimethylformamide (2.3 mL, 0.03 mole) was added dropwise at −78° C. over 3 hours and the mixture allowed to warm room temperature. The reaction was quenched with ice water (200 mL) and extracted with ethyl acetate. The resulting organic phase was dried over MgSO4 and was concentrated in vacuo to a volume of 20 mL... Reactants: C(C)(C)NC(C)C (diisopropylamine), C(CCC)[Li] (n-butyllithium), N1=CC=C(C=C1)S(=O)(=O)C1=CC=C(C=C1)C#C (4-(4-pyridylsulfonyl)phenylacetylene), FC(C(=O)C)(F)F (1,1,1-trifluoroacetone). Run in O1CCCC1 (tetrahydrofuran), O1CCCC1 (tetrahydrofuran). Run at temperature -20 celsius, time 25 minute. Product: FC(C(C#CC1=CC=C(C=C1)S(=O)(=O)C1=CC=NC=C1)(C)O)(F)F (4,4,4-Trifluoro-3-hydroxy-3-methyl-1-[4-(pyrid-4-ylsulfonyl)phenyl]but-1-yne). Yield: 49.4%. Reaction SMILES: C(NC(C)C)(C)C.C([Li])CCC.[N:13]1[CH:18]=[CH:17][C:16]([S:19]([C:22]2[CH:27]=[CH:26][C:25]([C:28]#[CH:29])=[CH:24][CH:23]=2)(=[O:21])=[O:20])=[CH:15][CH:14]=1.[F:30][C:31]([F:36])([F:35])[C:32]([CH3:34])=[O:33]>O1CCCC1>[F:30][C:31]([F:36])([F:35])[C:32]([OH:33])([CH3:34])[C:29]#[C:28][C:25]1[CH:26]=[CH:27][C:22]([S:19]([C:16]2[CH:15]=[CH:14][N:13]=[CH:18][CH:17]=2)(=[O:20])=[O:21])=[CH:23][CH:24]=1. Procedure: To a solution of diisopropylamine (0.37 mL, 2.66 mmol) in tetrahydrofuran (11 mL) at -20° C. was added n-butyllithium (0.9 mL of 2.5M solution in hexanes, 2.25 mmol) and the resulting solution was stirred for 25 minutes at -20° C. before being cooled to -78° C. To this was added a solution of 4-(4-pyridylsulfonyl)phenylacetylene (0.5 g, 2.05 mmol) in tetrahydrofuran (3 mL) over a five minute period. The mixture was stirred for an additional 15 minutes at -78° C. To this was added 1,1,1-trifluoro... The reactants are CN, CO, CCCCOC(=O)C1CN(c2cc(F)c(N3CCOCC3)c(F)c2)C(=O)O1. Product: CNC(=O)C1CN(c2cc(F)c(N3CCOCC3)c(F)c2)C(=O)O1. RXN SMILES: [CH3:28][NH2:29].[CH3:30][OH:31].[F:1][c:2]1[cH:3][c:4]([N:15]2[C:16](=[O:27])[O:17][CH:18]([C:20](=[O:21])[O:22][CH2:23][CH2:24][CH2:25][CH3:26])[CH2:19]2)[cH:5][c:6]([F:14])[c:7]1[N:8]1[CH2:9][CH2:10][O:11][CH2:12][CH2:13]1>>[F:1][c:2]1[cH:3][c:4]([N:15]2[C:16](=[O:27])[O:17][CH:18]([C:20](=[O:21])[NH:29][CH3:28])[CH2:19]2)[cH:5][c:6]([F:14])[c:7]1[N:8]1[CH2:9][CH2:10][O:11][CH2:12][CH2:13]1. Starting materials: [Na] (sodium), O=C1C2=CC=CC=C2OC=2C=CC(=CC12)C(=O)O (9-oxo-9H-xanthene-2-carboxylic acid), C(CCCCCCCCCCC)O (n-dodecanol), S(O)(O)(=O)=O (sulfuric acid). Reagents/catalysts: S(O)(O)(=O)=O (sulfuric acid). Conditions: time 6 hour. The product is O=C1C2=CC=CC=C2OC=2C=CC(=CC12)C(=O)OCCCCCCCCCCCC (n-dodecyl 9-oxo-9H-xanthene-2-carboxylate). Yield: 81.8%. Reaction SMILES: [O:1]=[C:2]1[C:15]2[CH:14]=[C:13]([C:16]([OH:18])=[O:17])[CH:12]=[CH:11][C:10]=2[O:9][C:8]2[C:3]1=[CH:4][CH:5]=[CH:6][CH:7]=2.[CH2:19](O)[CH2:20][CH2:21][CH2:22][CH2:23][CH2:24][CH2:25][CH2:26][CH2:27][CH2:28][CH2:29][CH3:30].S(=O)(=O)(O)O.[Na]>S(=O)(=O)(O)O>[O:1]=[C:2]1[C:15]2[CH:14]=[C:13]([C:16]([O:18][CH2:30][CH2:29][CH2:28][CH2:27][CH2:26][CH2:25][CH2:24][CH2:23][CH2:22][CH2:21][CH2:20][CH3:19])=[O:17])[CH:12]=[CH:11][C:10]=2[O:9][C:8]2[C:3]1=[CH:4][CH:5]=[CH:6][CH:7]=2 |^1:36|. Procedure details: A mixture of 12.01 g (50 mmol) of the above 9-oxo-9H-xanthene-2-carboxylic acid, 77.4 g (420 mmol) of n-dodecanol and 0.2 g (2 mmol) of concentrated sulfuric acid is kept at 140° C. for 6 hours. The sulfuric acid is neutralized with 0.33 g (4 mmol) of sodium acetam and the excess n-dodecanol is removed by distillation (98° C./0.1 mbar). The brown residue is taken up in isopropanol and the product which has precipitated is filtered off and dried uider a high vacuum. 16.7 g (82%) of n-dodecyl 9-ox... As a reaction SMILES: [C:14]([Br:15])([Br:16])([Br:17])[Br:18].[CH2:38]([Cl:39])[Cl:40].[CH3:1][O:2][CH2:3][CH2:4][O:5][CH2:6][O:7][CH2:8][CH2:9][CH2:10][CH2:11][CH2:12][OH:13].[c:19]1([P:20]([c:21]2[cH:22][cH:23][cH:24][cH:25][cH:26]2)[c:27]2[cH:28][cH:29][cH:30][cH:31][cH:32]2)[cH:33][cH:34][cH:35][cH:36][cH:37]1>>[CH3:1][O:2][CH2:3][CH2:4][O:5][CH2:6][O:7][CH2:8][CH2:9][CH2:10][CH2:11][CH2:12][Br:15]. The product is COCCOCOCCCCCBr. Starting materials: BrC(Br)(Br)Br, ClCCl, COCCOCOCCCCCO, c1ccc(P(c2ccccc2)c2ccccc2)cc1. The reactants are CO, COC(=O)c1cc([N+](=O)[O-])c(O)c(F)c1F. Yields the product COC(=O)c1cc(N)c(O)c(F)c1F. RXN SMILES: [CH3:17][OH:18].[CH3:1][O:2][C:3]([c:4]1[c:5]([F:15])[c:6]([F:14])[c:7]([OH:13])[c:8]([N+:10]([O-:11])=[O:12])[cH:9]1)=[O:16]>>[CH3:1][O:2][C:3]([c:4]1[c:5]([F:15])[c:6]([F:14])[c:7]([OH:13])[c:8]([NH2:10])[cH:9]1)=[O:16]. Starting materials: CCOC(=O)C1CNCCC1NS(=O)(=O)c1ccc(OCc2cc(C)nc3ccccc23)cc1, CC(=O)Cl, ClCCl. Product: CCOC(=O)C1CN(C(C)=O)CCC1NS(=O)(=O)c1ccc(OCc2cc(C)nc3ccccc23)cc1. RXN SMILES: [CH2:1]([CH3:2])[O:3][C:4](=[O:5])[CH:6]1[CH2:7][NH:8][CH2:9][CH2:10][CH:11]1[NH:12][S:13](=[O:14])(=[O:15])[c:16]1[cH:17][cH:18][c:19]([O:22][CH2:23][c:24]2[cH:25][c:26]([CH3:34])[n:27][c:28]3[cH:29][cH:30][cH:31][cH:32][c:33]23)[cH:20][cH:21]1.[CH3:35][C:36]([Cl:37])=[O:38].[Cl:39][CH2:40][Cl:41]>>[CH2:1]([CH3:2])[O:3][C:4](=[O:5])[CH:6]1[CH2:7][N:8]([C:36]([CH3:35])=[O:38])[CH2:9][CH2:10][CH:11]1[NH:12][S:13](=[O:14])(=[O:15])[c:16]1[cH:17][cH:18][c:19]([O:22][CH2:23][c:24]2[cH:25][c:26]([CH3:34])[n:27][c:28]3[cH:29][cH:30][cH:31][cH:32][c:33]23)[cH:20][cH:21]1. The reactants are O=C([O-])[O-], ClC(Cl)(Cl)Cl, COC(=O)Cl, [K+], [K+], CC(C)(C)c1cc(N)n[nH]1, c1cn[nH]c1. Product: COC(=O)Nc1cc(C(C)(C)C)[nH]n1. As a reaction SMILES: [C:21](=[O:22])([O-:23])[O-:24].[C:27]([Cl:28])([Cl:29])([Cl:30])[Cl:31].[Cl:16][C:17](=[O:18])[O:19][CH3:20].[K+:25].[K+:26].[NH2:1][c:2]1[n:3][nH:4][c:5]([C:7]([CH3:8])([CH3:9])[CH3:10])[cH:6]1.[nH:11]1[cH:12][cH:13][cH:14][n:15]1>>[NH:1]([c:2]1[n:3][nH:4][c:5]([C:7]([CH3:8])([CH3:9])[CH3:10])[cH:6]1)[C:17](=[O:18])[O:19][CH3:20]. Starting materials: ClC1=CC=C(C=C1)C1=C(C=CC=C1)CN1CCNCC1 (1-(4′-chloro-biphenyl-2-ylmethyl)-piperazine), Br.C(C)OC(C1=CC(=CC=C1)OCCCN1C(N(C2=C1C=CC=C2)CC2=CC=C(C=C2)Br)=N)=O (3-{3-[3-(4-bromo-benzyl)-2-imino-2,3-dihydro-benzoimidazol-1-yl]-propoxy}-benzoic acid ethyl ester, hydrobromide salt), C=1C=CC(=CC1)P(C=2C=CC=CC2)C3=CC=C4C=CC=CC4=C3C5=C6C=CC=CC6=CC=C5P(C=7C=CC=CC7)C=8C=CC=CC8 (BINAP), C(=O)([O-])[O-].[Cs+].[Cs+] (Cs2CO3). The reagents and catalysts are CC(=O)[O-].CC(=O)[O-].[Pd+2] (Pd(OAc)2). Solvent: C1(=CC=CC=C1)C (toluene), C1(=CC=CC=C1)C (toluene). Run at temperature 95 celsius, time 2 minute. The product is C(C)OC(C1=CC(=CC=C1)OCCCN1C(N(C2=C1C=CC=C2)CC2=CC=C(C=C2)N2CCN(CC2)CC2=C(C=CC=C2)C2=CC=C(C=C2)Cl)=N)=O (3-[3-(3-{4-[4-(4′-chloro-biphenyl-2-ylmethyl)-piperazin-1-yl]-benzyl}-2-imino-2,3-dihydro-benzoimidazol-1-yl)-propoxy]-benzoic acid ethyl ester). Yield: 60.5%. RXN SMILES: Br.[CH2:2]([O:4][C:5](=[O:34])[C:6]1[CH:11]=[CH:10][CH:9]=[C:8]([O:12][CH2:13][CH2:14][CH2:15][N:16]2[C:20]3[CH:21]=[CH:22][CH:23]=[CH:24][C:19]=3[N:18]([CH2:25][C:26]3[CH:31]=[CH:30][C:29](Br)=[CH:28][CH:27]=3)[C:17]2=[NH:33])[CH:7]=1)[CH3:3].C1C=CC(P(C2C(C3C(P(C4C=CC=CC=4)C4C=CC=CC=4)=CC=C4C=3C=CC=C4)=C3C(C=CC=C3)=CC=2)C2C=CC=CC=2)=CC=1.[Cl:81][C:82]1[CH:87]=[CH:86][C:85]([C:88]2[CH:93]=[CH:92][CH:91]=[CH:90][C:89]=2[CH2:94][N:95]2[CH2:100][CH2:99][NH:98][CH2:97][CH2:96]2)=[CH:84][CH:83]=1.C([O-])([O-])=O.[Cs+].[Cs+]>C1(C)C=CC=CC=1.CC([O-])=O.CC([O-])=O.[Pd+2]>[CH2:2]([O:4][C:5](=[O:34])[C:6]1[CH:11]=[CH:10][CH:9]=[C:8]([O:12][CH2:13][CH2:14][CH2:15][N:16]2[C:20]3[CH:21]=[CH:22][CH:23]=[CH:24][C:19]=3[N:18]([CH2:25][C:26]3[CH:31]=[CH:30][C:29]([N:98]4[CH2:97][CH2:96][N:95]([CH2:94][C:89]5[CH:90]=[CH:91][CH:92]=[CH:93][C:88]=5[C:85]5[CH:86]=[CH:87][C:82]([Cl:81])=[CH:83][CH:84]=5)[CH2:100][CH2:99]4)=[CH:28][CH:27]=3)[C:17]2=[NH:33])[CH:7]=1)[CH3:3] |f:0.1,4.5.6,8.9.10|. Procedure: To a degassed solution of 3-{3-[3-(4-bromo-benzyl)-2-imino-2,3-dihydro-benzoimidazol-1-yl]-propoxy}-benzoic acid ethyl ester, hydrobromide salt (0.2 g, 0.34 mmol) in anhydrous toluene (3 ml) was added Pd(OAc)2 (33 mg, 0.077 mmol). Nitrogen was bubbled through the suspension for 10 min before BINAP (49 mg, 0.079 mmol) was added. After a further 2 min 1-(4′-chloro-biphenyl-2-ylmethyl)-piperazine (112 mg, 0.39 mmol) in degassed toluene (3 ml) was introduced and then after an additional 2 min Cs2CO3...